Dataset: the Open Reaction Database (ORD), a public repository of structured organic reaction records. Task: describe an organic reaction: reactants, conditions, products, and yield Starting materials: ClC=1C=CC(=C(C(=O)OC)C1)OCC1=CC=CC=C1 (methyl 5-chloro-2-phenylmethoxybenzoate), C(C)(C)NC(C)C (diisopropylamine), C(CCC)[Li] (n-Butyllithium), C(C)OC(COCC1=CC=CC=C1)=O (ethylphenylmethoxyacetate). The solvent is C1CCOC1 (THF), C1CCOC1 (THF), C1CCOC1 (THF). Reaction conditions: temperature 0 celsius, time 0.5 hour. The product is ClC=1C=CC(=C(C1)C(C(C(=O)OCC)OCC1=CC=CC=C1)=O)OCC1=CC=CC=C1 (ethyl 5-chloro-β-oxo-α,2-bis(phenylmethoxy)benzenepropanoate). Isolated yield 55.8%. RXN SMILES: C(NC(C)C)(C)C.C([Li])CCC.[CH2:13]([O:15][C:16](=[O:26])[CH2:17][O:18][CH2:19][C:20]1[CH:25]=[CH:24][CH:23]=[CH:22][CH:21]=1)[CH3:14].[Cl:27][C:28]1[CH:29]=[CH:30][C:31]([O:38][CH2:39][C:40]2[CH:45]=[CH:44][CH:43]=[CH:42][CH:41]=2)=[C:32]([CH:37]=1)[C:33](OC)=[O:34]>C1COCC1>[Cl:27][C:28]1[CH:29]=[CH:30][C:31]([O:38][CH2:39][C:40]2[CH:41]=[CH:42][CH:43]=[CH:44][CH:45]=2)=[C:32]([C:33](=[O:34])[CH:17]([O:18][CH2:19][C:20]2[CH:25]=[CH:24][CH:23]=[CH:22][CH:21]=2)[C:16]([O:15][CH2:13][CH3:14])=[O:26])[CH:37]=1. Procedure: In a flame-dried flask were placed dry THF (4 ml) and diisopropylamine (1.21 g, 0.012 mol). n-Butyllithium (1.55M in hexane, 7.7 ml, 0.012 mol) was added dropwise at -10° C. under argon. After stirring for 0.5 h at 0° C., a solution of ethylphenylmethoxyacetate (2.33 g, 0.012 mol) in dry THF (4 ml) was added dropwise at -78° C. After one h methyl 5-chloro-2-phenylmethoxybenzoate (2.21 g, 0.008 mol) in dry THF (4 ml) was added. Stirring was continued for an additional 2 h at -78° C. and the react...